Dataset: the Open Reaction Database (ORD), a public repository of structured organic reaction records. Task: describe an organic reaction: reactants, conditions, products, and yield Reactants: CCCCP(CCCC)CCCC, Cc1c(C)c(-c2cccc(CO)c2)c(C)c(C)c1OCCCS(C)(=O)=O, Cc1ccccc1, CCCCCC, O=C(N=NC(=O)N1CCCCC1)N1CCCCC1, COC(=O)CC1COc2cc(O)ccc21. Product: COC(=O)CC1COc2cc(OCc3cccc(-c4c(C)c(C)c(OCCCS(C)(=O)=O)c(C)c4C)c3)ccc21. As a reaction SMILES: [CH2:42]([P:43]([CH2:44][CH2:45][CH2:46][CH3:47])[CH2:48][CH2:49][CH2:50][CH3:51])[CH2:52][CH2:53][CH3:54].[CH3:16][c:17]1[c:18](-[c:34]2[cH:35][c:36]([CH2:40][OH:41])[cH:37][cH:38][cH:39]2)[c:19]([CH3:33])[c:20]([CH3:32])[c:21]([O:24][CH2:25][CH2:26][CH2:27][S:28](=[O:29])(=[O:30])[CH3:31])[c:22]1[CH3:23].[CH3:73][c:74]1[cH:75][cH:76][cH:77][cH:78][cH:79]1.[CH3:80][CH2:81][CH2:82][CH2:83][CH2:84][CH3:85].[N:55]([C:56]([N:57]1[CH2:58][CH2:59][CH2:60][CH2:61][CH2:62]1)=[O:63])=[N:64][C:65]([N:66]1[CH2:67][CH2:68][CH2:69][CH2:70][CH2:71]1)=[O:72].[OH:1][c:2]1[cH:3][c:4]2[c:5]([cH:14][cH:15]1)[CH:6]([CH2:9][C:10](=[O:11])[O:12][CH3:13])[CH2:7][O:8]2>>[O:1]([c:2]1[cH:3][c:4]2[c:5]([cH:14][cH:15]1)[CH:6]([CH2:9][C:10](=[O:11])[O:12][CH3:13])[CH2:7][O:8]2)[CH2:40][c:36]1[cH:35][c:34](-[c:18]2[c:17]([CH3:16])[c:22]([CH3:23])[c:21]([O:24][CH2:25][CH2:26][CH2:27][S:28](=[O:29])(=[O:30])[CH3:31])[c:20]([CH3:32])[c:19]2[CH3:33])[cH:39][cH:38][cH:37]1. Reactants: C(C)(C)N(C(C)C)CC (N,N-diisopropylethylamine), [N+](=O)([O-])C (nitromethane), ClC1=C(C=CC=C1Cl)\C=N\C(OC(C)(C)C)=O (tert-Butyl [(E)-(2,3-dichlorophenyl)methylidene]carbamate). Reaction conditions: time 1 hour. Yields the product ClC1=C(C=CC=C1Cl)C(C[N+](=O)[O-])NC(OC(C)(C)C)=O (tert-Butyl [1-(2,3-dichlorophenyl)-2-nitroethyl]carbamate). As a reaction SMILES: C(N(CC)C(C)C)(C)C.[N+:10]([CH3:13])([O-:12])=[O:11].[Cl:14][C:15]1[C:20]([Cl:21])=[CH:19][CH:18]=[CH:17][C:16]=1/[CH:22]=[N:23]/[C:24](=[O:30])[O:25][C:26]([CH3:29])([CH3:28])[CH3:27]>>[Cl:14][C:15]1[C:20]([Cl:21])=[CH:19][CH:18]=[CH:17][C:16]=1[CH:22]([NH:23][C:24](=[O:30])[O:25][C:26]([CH3:28])([CH3:27])[CH3:29])[CH2:13][N+:10]([O-:12])=[O:11]. Procedure details: 263 μl (1.51 mmol) of N,N-diisopropylethylamine were added to 10.1 ml (186 mmol) of nitromethane, and the yellow solution was stirred at RT for 1 h. 1.38 g (5.03 mmol) of the compound of Example 22A were then added, and the mixture was stirred at RT overnight. All volatile components were removed on a rotary evaporator. The residue was purified by preparative HPLC [Method 12]. This gave 865 mg (51% of theory) of the title compound.